From a dataset of the Open Reaction Database (ORD), a public repository of structured organic reaction records. describe an organic reaction: reactants, conditions, products, and yield Reactants: C1COCCO1, O=C(Cl)c1ccc(F)cc1Cl, CN1CCC(Sc2cc(N)cc(F)c2)CC1. The product is CN1CCC(Sc2cc(F)cc(NC(=O)c3ccc(F)cc3Cl)c2)CC1. As a reaction SMILES: [CH2:28]1[O:29][CH2:30][CH2:31][O:32][CH2:33]1.[Cl:17][c:18]1[c:19]([C:20](=[O:21])[Cl:22])[cH:23][cH:24][c:25]([F:27])[cH:26]1.[F:1][c:2]1[cH:3][c:4]([NH2:16])[cH:5][c:6]([S:8][CH:9]2[CH2:10][CH2:11][N:12]([CH3:15])[CH2:13][CH2:14]2)[cH:7]1>>[F:1][c:2]1[cH:3][c:4]([NH:16][C:20]([c:19]2[c:18]([Cl:17])[cH:26][c:25]([F:27])[cH:24][cH:23]2)=[O:21])[cH:5][c:6]([S:8][CH:9]2[CH2:10][CH2:11][N:12]([CH3:15])[CH2:13][CH2:14]2)[cH:7]1.